This data is from the Open Reaction Database (ORD), a public repository of structured organic reaction records. The task is: describe an organic reaction: reactants, conditions, products, and yield The reactants are NC1=C(C=C(C=C1F)CCO)F (2-(4-Amino-3,5-difluorophenyl)ethanol), Cl.O=CCC(=N)S (3-oxopropanimidothioate hydro-chloride). Product: C(C)(=O)OCCC1=CC(=C(C(=C1)F)NC(CC(=O)C1=C(C=C(C=C1)F)F)=N)F (2-(4-{[3-(2,4-Difluorophenyl)-3-oxopropanimidoyl]amino}-3,5-difluorophenyl)ethyl acetate). Reaction SMILES: [NH2:1][C:2]1[C:7]([F:8])=[CH:6][C:5]([CH2:9][CH2:10][OH:11])=[CH:4][C:3]=1[F:12].Cl.[O:14]=[CH:15][CH2:16][C:17](S)=[NH:18]>>[C:10]([O:11][CH2:10][CH2:9][C:5]1[CH:4]=[C:3]([F:12])[C:2]([NH:1][C:17](=[NH:18])[CH2:16][C:15]([C:6]2[CH:5]=[CH:4][C:3]([F:12])=[CH:2][C:7]=2[F:8])=[O:14])=[C:7]([F:8])[CH:6]=1)(=[O:11])[CH3:9] |f:1.2|. Procedure details: In stage 1, the 2-(4-Amino-3,5-difluorophenyl)ethanol and 4-Chlorophenyl difluorophenyl)-3-oxopropanimidothioate hydro-chloride are reacted together to form 2-(4-{[3-(2,4-Difluorophenyl)-3-oxopropanimidoyl]amino}-3,5-difluorophenyl)ethyl acetate. In stage 2, propiolic acid is added to form 2-{4-[6-Amino-5-(2,4-difluorobenzoyl)-2-oxopyridin-1(2H)-yl]-3,5-difluorophenyl}ethyl acetate. In stage 3, the acetate group is hydrolysed to leave an alcohol and in stage 4 the resulting alcohol group is oxid...